From a dataset of the Open Reaction Database (ORD), a public repository of structured organic reaction records. describe an organic reaction: reactants, conditions, products, and yield Reactants: aqueous solution, [OH-].[Na+] (sodium hydroxide), O1COC2=C1C=CC(=C2)C(C(C)C)SCC(=O)O ([{1-(1,3-benzodioxol-5-yl)-2-methyl-1-propyl}thio]acetic acid). Solvent: C(C)O (ethanol). Product: O1COC2=C1C=CC(=C2)C(C(C)C)SCC(=O)[O-].[Na+] (Sodium [{1-(1,3-benzodioxol5-yl)-2-methylpropyl}thio]acetate). As a reaction SMILES: [OH-].[Na+:2].[O:3]1[C:7]2[CH:8]=[CH:9][C:10]([CH:12]([S:16][CH2:17][C:18]([OH:20])=[O:19])[CH:13]([CH3:15])[CH3:14])=[CH:11][C:6]=2[O:5][CH2:4]1>C(O)C>[O:3]1[C:7]2[CH:8]=[CH:9][C:10]([CH:12]([S:16][CH2:17][C:18]([O-:20])=[O:19])[CH:13]([CH3:15])[CH3:14])=[CH:11][C:6]=2[O:5][CH2:4]1.[Na+:2] |f:0.1,4.5|. Procedure: 3.99 ml of a 2N aqueous solution of sodium hydroxide was added to 2.14 g of [{1-(1,3-benzodioxol-5-yl)-2-methyl-1-propyl}thio]acetic acid to obtain a solution, followed by the addition of ethanol. The mixture was distilled to remove the solvent. Ether was added to the obtained residue to generate a precipitate. This precipitate was separated by filtration and dried to obtain 2.2 g of the title compound as a white powder. Starting materials: [BH4-], COc1ccc(CN(Cc2ccc(OC)cc2)c2nc(Cl)c(C)c(NCCOCCNC(=O)OC(C)(C)C)c2[N+](=O)[O-])cc1, CO, ClCCl, [Na+], Cl[Ni]Cl, O. The product is COc1ccc(CN(Cc2ccc(OC)cc2)c2nc(Cl)c(C)c(NCCOCCNC(=O)OC(C)(C)C)c2N)cc1. RXN SMILES: [BH4-:1].[C:3]([CH3:4])([CH3:5])([CH3:6])[O:7][C:8]([NH:9][CH2:10][CH2:11][O:12][CH2:13][CH2:14][NH:15][c:16]1[c:17]([N+:43]([O-:44])=[O:45])[c:18]([N:24]([CH2:25][c:26]2[cH:27][cH:28][c:29]([O:32][CH3:33])[cH:30][cH:31]2)[CH2:34][c:35]2[cH:36][cH:37][c:38]([O:41][CH3:42])[cH:39][cH:40]2)[n:19][c:20]([Cl:23])[c:21]1[CH3:22])=[O:46].[CH3:47][OH:48].[Cl:49][CH2:50][Cl:51].[Na+:2].[Ni:53]([Cl:54])[Cl:55].[OH2:52]>>[C:3]([CH3:4])([CH3:5])([CH3:6])[O:7][C:8]([NH:9][CH2:10][CH2:11][O:12][CH2:13][CH2:14][NH:15][c:16]1[c:17]([NH2:43])[c:18]([N:24]([CH2:25][c:26]2[cH:27][cH:28][c:29]([O:32][CH3:33])[cH:30][cH:31]2)[CH2:34][c:35]2[cH:36][cH:37][c:38]([O:41][CH3:42])[cH:39][cH:40]2)[n:19][c:20]([Cl:23])[c:21]1[CH3:22])=[O:46]. Reactants: Cl.Cl.CN(C)CC1CN(CCO1)CC1=CC=CC=C1 (2-(N,N-dimethylaminomethyl)-4-benzylmorpholine dihydrochloride), C(C)O (ethanol). The reagents and catalysts are [C].[Pd] (palladium-carbon). The solvent is O (water). Yields the product Cl.Cl.CN(C)CC1CNCCO1 (2-(N,N-dimethylaminomethyl)morpholine dihydrochloride). As a reaction SMILES: [ClH:1].Cl.[CH3:3][N:4]([CH2:6][CH:7]1[O:12][CH2:11][CH2:10][N:9](CC2C=CC=CC=2)[CH2:8]1)[CH3:5].C(O)C>[C].[Pd].O>[ClH:1].[ClH:1].[CH3:3][N:4]([CH2:6][CH:7]1[O:12][CH2:11][CH2:10][NH:9][CH2:8]1)[CH3:5] |f:0.1.2,4.5,7.8.9|. Procedure: A mixture of 22.5 g of 4-benzyl-2-chloromethylmorpholine, 200 ml of ethanol and 200 ml of an aqueouos 26,7% dimethylamine solution is heated at 150° C. for 5 hours in an autoclave. After completion of the reaction, the solvent is distilled off under reduced pressure. After adding water, the residue is extracted with toluene three times. The extract is washed with water and dried over anhydrous magnesium sulfate. The solvent is distilled off under reduced pressure and the residue is treated with ...